Dataset: the Open Reaction Database (ORD), a public repository of structured organic reaction records. Task: describe an organic reaction: reactants, conditions, products, and yield Starting materials: Boc, NC(C)(N)C1=CC=CC=C1 (amino phenylethanamine), Cl (HCl), O1CCOCC1 (1,4-dioxane). The solvent is C(Cl)Cl (DCM). Run at time 3 hour. Yields the product Cl.Cl.NC(C)(N)C1=CC=CC=C1 (Amino Phenylethanamine Dihydrochloride). The yield is 63.0%. Reaction SMILES: [NH2:1][C:2]([C:5]1[CH:10]=[CH:9][CH:8]=[CH:7][CH:6]=1)([NH2:4])[CH3:3].[ClH:11].O1CCOCC1>C(Cl)Cl>[ClH:11].[ClH:11].[NH2:1][C:2]([C:5]1[CH:10]=[CH:9][CH:8]=[CH:7][CH:6]=1)([NH2:4])[CH3:3] |f:4.5.6|. Reported procedure: A suspension of the Boc-protected amino phenylethanamine intermediate (0.22 mmol) in anhydrous DCM (2 mL) was treated with 4.0 M HCl in 1,4-dioxane (1.1 mmol, 5 eq), and the contents were stirred at room temperature. Dissolution occurred, followed by precipitation of a solid. After 3 hours, the solid was collected by filtration, washed with diethyl ether (10 mL) and dried under vacuum for 2 hours to afford B as a white or off-white solid (63-95%).